From a dataset of the Open Reaction Database (ORD), a public repository of structured organic reaction records. describe an organic reaction: reactants, conditions, products, and yield Reaction SMILES: I[C:2]1[CH:11]=[CH:10][C:5]([O:6][CH2:7][CH2:8][OH:9])=[C:4]([CH:12]=[CH2:13])[CH:3]=1.[Cl:14][C:15]1[CH:20]=[CH:19][C:18]([C:21]2[CH:22]=[CH:23][C:24]([C:27]#[CH:28])=[N:25][CH:26]=2)=[CH:17][CH:16]=1>>[Cl:14][C:15]1[CH:16]=[CH:17][C:18]([C:21]2[CH:22]=[CH:23][C:24]([C:27]#[C:28][C:2]3[CH:11]=[CH:10][C:5]([O:6][CH2:7][CH2:8][OH:9])=[C:4]([CH:12]=[CH2:13])[CH:3]=3)=[N:25][CH:26]=2)=[CH:19][CH:20]=1. Yields the product ClC1=CC=C(C=C1)C=1C=CC(=NC1)C#CC1=CC(=C(OCCO)C=C1)C=C (2-{4-[5-(4-chlorophenyl)pyridin-2-ylethynyl]-2-vinylphenoxy}ethanol). Reported procedure: The product was obtained analogously to Example 7.1e starting from 2-(4-iodo-2-vinylphenoxy)ethanol and 5-(4-chlorophenyl)-2-ethynylpyridine. Yield: 0.66 g (96% of theoretical); C23H18ClNO2 (M=375.847); calc.: molpeak (M+H)+: 376/378 (Cl); found: molpeak (M+H)+: 376/378 (Cl); HPLC-MS: 6.21 minutes (method B). Starting materials: IC1=CC(=C(OCCO)C=C1)C=C (2-(4-iodo-2-vinylphenoxy)ethanol), ClC1=CC=C(C=C1)C=1C=CC(=NC1)C#C (5-(4-chlorophenyl)-2-ethynylpyridine). Starting materials: amine, CS(=O)(=O)OC(C1=CC=C(C=C1)S(N(C)C)(=O)=O)C=1C=NC(=C(C1)C1=NC(=NC(=N1)N(CC1=CC=C(C=C1)OC)CC1=CC=C(C=C1)OC)C)NC=1C=NC(=CC1)OC ((5-(4-(bis(4-methoxybenzyl)amino)-6-methyl-1,3,5-triazin-2-yl)-6-(6-methoxypyridin-3-ylamino)pyridin-3-yl)(4-(N,N-dimethylsulfamoyl)phenyl)methyl methanesulfonate), N (NH3). The solvent is C(Cl)Cl (DCM), O1CCOCC1 (dioxane). Run at temperature 80 celsius, time 8 hour. The product is NC(C1=CC=C(C=C1)S(=O)(=O)N(C)C)C=1C=NC(=C(C1)C1=NC(=NC(=N1)N(CC1=CC=C(C=C1)OC)CC1=CC=C(C=C1)OC)C)NC=1C=NC(=CC1)OC (4-(Amino(5-(4-(Bis(4-Methoxybenzyl)Amino)-6-Methyl-1,3,5-Triazin-2-yl)-6-(6-Methoxypyridin-3-Ylamino)Pyridin-3-yl)Methyl)-N,N-Dimethylbenzenesulfonamide). Reaction SMILES: CS(O[CH:6]([C:19]1[CH:20]=[N:21][C:22]([NH:51][C:52]2[CH:53]=[N:54][C:55]([O:58][CH3:59])=[CH:56][CH:57]=2)=[C:23]([C:25]2[N:30]=[C:29]([N:31]([CH2:41][C:42]3[CH:47]=[CH:46][C:45]([O:48][CH3:49])=[CH:44][CH:43]=3)[CH2:32][C:33]3[CH:38]=[CH:37][C:36]([O:39][CH3:40])=[CH:35][CH:34]=3)[N:28]=[C:27]([CH3:50])[N:26]=2)[CH:24]=1)[C:7]1[CH:12]=[CH:11][C:10]([S:13](=[O:18])(=[O:17])[N:14]([CH3:16])[CH3:15])=[CH:9][CH:8]=1)(=O)=O.[NH3:60]>C(Cl)Cl.O1CCOCC1>[NH2:60][CH:6]([C:19]1[CH:20]=[N:21][C:22]([NH:51][C:52]2[CH:53]=[N:54][C:55]([O:58][CH3:59])=[CH:56][CH:57]=2)=[C:23]([C:25]2[N:30]=[C:29]([N:31]([CH2:32][C:33]3[CH:34]=[CH:35][C:36]([O:39][CH3:40])=[CH:37][CH:38]=3)[CH2:41][C:42]3[CH:47]=[CH:46][C:45]([O:48][CH3:49])=[CH:44][CH:43]=3)[N:28]=[C:27]([CH3:50])[N:26]=2)[CH:24]=1)[C:7]1[CH:12]=[CH:11][C:10]([S:13]([N:14]([CH3:15])[CH3:16])(=[O:18])=[O:17])=[CH:9][CH:8]=1. Procedure details: A solution of (5-(4-(bis(4-methoxybenzyl)amino)-6-methyl-1,3,5-triazin-2-yl)-6-(6-methoxypyridin-3-ylamino)pyridin-3-yl)(4-(N,N-dimethylsulfamoyl)phenyl)methyl methanesulfonate (14.22 mg, 0.017 mmol) in DCM (0.1 mL) was treated with 0.5 M NH3 in dioxane (2 mL). The mixture was allowed to stand overnight, after which time partial conversion to the amine was observed by LCMS. The mixture was then sealed and heated and 80° C. for 2 h, after which time the starting material was consumed. The mixture... The reactants are [Cl-].[NH4+] (ammonium chloride), C(C)OCC (diethyl ether), C1(=CC=CC=C1)[Mg]Cl (phenylmagnesium chloride), C1(C=CCC1)=O (2-cyclopentenone). The solvent is C1CCOC1 (THF), C1CCOC1 (THF). Conditions: temperature 0 celsius, time 1 hour. Yields the product crude product, C1(=CC=CC=C1)C1=C(CCC1)O (phenylcyclopentenol). As a reaction SMILES: [C:1]1([Mg]Cl)[CH:6]=[CH:5][CH:4]=[CH:3][CH:2]=1.[C:9]1(=[O:14])[CH2:13][CH2:12][CH:11]=[CH:10]1.[Cl-].[NH4+].C(OCC)C>C1COCC1>[C:1]1([C:10]2[CH2:11][CH2:12][CH2:13][C:9]=2[OH:14])[CH:6]=[CH:5][CH:4]=[CH:3][CH:2]=1 |f:2.3|. Reported procedure: To 160 ml (120 mmol) of a THF solution of phenylmagnesium chloride, a solution of 8.38 ml (100 mmol) of-2-cyclopentenone in 70 ml of THF was dropwise added with ice cooling. The mixture was stirred at 0° C. for 1 hour and then further stirred at room temperature for 1 hour. Then, 200 ml of an ammonium chloride saturated aqueous solution was added. To the reaction solution, diethyl ether was added to perform extraction. The resulting ether solution was dried over magnesium sulfate, and the solven... The reactants are CN1C(=O)CCC2(C)C1=CCC1C2CCC2(C)C(C(=O)O)CCC12, COc1ccc(C(N)c2ccccc2)cc1. Product: COc1ccc(C(NC(=O)C2CCC3C4CC=C5N(C)C(=O)CCC5(C)C4CCC23C)c2ccccc2)cc1. As a reaction SMILES: [CH3:1][N:2]1[C:3]2=[CH:4][CH2:5][CH:6]3[CH:7]4[CH2:8][CH2:9][CH:10]([C:22](=[O:23])[OH:24])[C:11]4([CH3:12])[CH2:13][CH2:14][CH:15]3[C:16]2([CH3:21])[CH2:17][CH2:18][C:19]1=[O:20].[CH3:25][O:26][c:27]1[cH:28][cH:29][c:30]([CH:33]([c:34]2[cH:35][cH:36][cH:37][cH:38][cH:39]2)[NH2:40])[cH:31][cH:32]1>>[CH3:1][N:2]1[C:3]2=[CH:4][CH2:5][CH:6]3[CH:7]4[CH2:8][CH2:9][CH:10]([C:22](=[O:24])[NH:40][CH:33]([c:30]5[cH:29][cH:28][c:27]([O:26][CH3:25])[cH:32][cH:31]5)[c:34]5[cH:35][cH:36][cH:37][cH:38][cH:39]5)[C:11]4([CH3:12])[CH2:13][CH2:14][CH:15]3[C:16]2([CH3:21])[CH2:17][CH2:18][C:19]1=[O:20].